From a dataset of the Open Reaction Database (ORD), a public repository of structured organic reaction records. describe an organic reaction: reactants, conditions, products, and yield Reactants: O=C([O-])[O-], C1COCCN1, Cc1ccccc1, COC(=O)c1ccc(C(=O)NC(C)c2ccc(Br)cc2)s1, [Cs+], [Cs+], CC(=O)[O-], CC(=O)[O-], [Pd+2]. The product is COC(=O)c1ccc(C(=O)NC(C)c2ccc(N3CCOCC3)cc2)s1. As a reaction SMILES: [C:1](=[O:2])([O-:3])[O-:4].[CH2:28]1[CH2:29][O:30][CH2:31][CH2:32][NH:33]1.[CH3:34][c:35]1[cH:36][cH:37][cH:38][cH:39][cH:40]1.[CH3:7][O:8][C:9](=[O:10])[c:11]1[s:12][c:13]([C:16]([NH:17][CH:18]([CH3:19])[c:20]2[cH:21][cH:22][c:23]([Br:26])[cH:24][cH:25]2)=[O:27])[cH:14][cH:15]1.[Cs+:5].[Cs+:6].[O-:42][C:43]([CH3:44])=[O:45].[O-:46][C:47]([CH3:48])=[O:49].[Pd+2:41]>>[CH3:7][O:8][C:9](=[O:10])[c:11]1[s:12][c:13]([C:16]([NH:17][CH:18]([CH3:19])[c:20]2[cH:21][cH:22][c:23]([N:33]3[CH2:28][CH2:29][O:30][CH2:31][CH2:32]3)[cH:24][cH:25]2)=[O:27])[cH:14][cH:15]1. The reactants are O (water), C([O-])([O-])=O.[Na+].[Na+] (sodium carbonate), ClC1=NC2=CC(=C(C=C2C=C1C(=O)OCC)F)F (2-chloro-3-ethoxycarbonyl-6,7-difluoroquinoline), C1(CC1)NCCC(=O)OCC (N-cyclopropyl-N-(β-ethoxycarbonylethyl)amine). Run in C(C)(=O)O (acetic acid), C1(=CC=CC=C1)C (toluene). Reaction conditions: temperature 20 celsius, time 15 hour. Yields the product C(C)OC(=O)C=1C(=NC2=CC(=C(C=C2C1)F)F)N(CCC(=O)OCC)C1CC1 (3-ethoxycarbonyl-6,7-difluoro-2-[N-cyclopropyl-N-(β-ethoxycarbonylethyl)amino]quinoline). The yield is 65.6%. Reaction SMILES: C(=O)([O-])[O-].[Na+].[Na+].Cl[C:8]1[C:17]([C:18]([O:20][CH2:21][CH3:22])=[O:19])=[CH:16][C:15]2[C:10](=[CH:11][C:12]([F:24])=[C:13]([F:23])[CH:14]=2)[N:9]=1.[CH:25]1([NH:28][CH2:29][CH2:30][C:31]([O:33][CH2:34][CH3:35])=[O:32])[CH2:27][CH2:26]1.O>C1(C)C=CC=CC=1.C(O)(=O)C>[CH2:21]([O:20][C:18]([C:17]1[C:8]([N:28]([CH:25]2[CH2:26][CH2:27]2)[CH2:29][CH2:30][C:31]([O:33][CH2:34][CH3:35])=[O:32])=[N:9][C:10]2[C:15]([CH:16]=1)=[CH:14][C:13]([F:23])=[C:12]([F:24])[CH:11]=2)=[O:19])[CH3:22] |f:0.1.2|. Procedure: 3 g of sodium carbonate are added to a solution of 3.48 g of 2-chloro-3-ethoxycarbonyl-6,7-difluoroquinoline and 3 g of N-cyclopropyl-N-(β-ethoxycarbonylethyl)amine in 10 cm3 of toluene. The suspension obtained is heated to reflux and then stirred for 15 hours at this temperature. The reaction mixture is then cooled to approximately 20° C. and 30 cm3 of water and 4.5 cm3 of acetic acid are thereafter added. After settling has taken place, the reaction mixture is separated and washed with twice 1... Reactants: C(C1=CC=CC=C1)ON1C(N(CC1)CCCC(OC)OC)=O (1-Benzyloxy-3-(4,4-dimethoxy-butyl)-imidazolidin-2-one), C(=O)[O-].[NH4+] (ammonium formate). The reagents and catalysts are [Pd] (Pd/C). The solvent is CCO (EtOH). Conditions: time 2 hour. Yields the product COC(CCCN1C(N(CC1)O)=O)OC (1-(4,4-Dimethoxy-butyl)-3-hydroxy-imidazolidin-2-one). Yield: 65.8%. RXN SMILES: C([O:8][N:9]1[CH2:13][CH2:12][N:11]([CH2:14][CH2:15][CH2:16][CH:17]([O:20][CH3:21])[O:18][CH3:19])[C:10]1=[O:22])C1C=CC=CC=1.C([O-])=O.[NH4+]>CCO.[Pd]>[CH3:21][O:20][CH:17]([O:18][CH3:19])[CH2:16][CH2:15][CH2:14][N:11]1[CH2:12][CH2:13][N:9]([OH:8])[C:10]1=[O:22] |f:1.2|. Reported procedure: To a solution of 1-Benzyloxy-3-(4,4-dimethoxy-butyl)-imidazolidin-2-one (1.61 g, 5.22 mmol) in EtOH (50 mL) was added ammonium formate (3.34 g, 52.9 mmol) and 10 wt % Pd/C (50% wet with water, 800 mg) and the mixture was stirred at room temperature for 2 hours. The mixture was vacuum filtered through celite and the cake was washed with EtOH. The solvent was removed from the filtrate under reduced pressure and the thus obtained solid was partitioned between water (10 mL) and CH2Cl2 (50 mL). The p... Reactants: O=C(Cl)C(=O)Cl, CNc1ccccc1Cl, ClCCl, CN(C)C=O, O=C(O)c1nc2c(s1)-c1ccccc1OCC2. Product: CN(C(=O)c1nc2c(s1)-c1ccccc1OCC2)c1ccccc1Cl. Reaction SMILES: [Cl:18][C:19]([C:20]([Cl:21])=[O:22])=[O:23].[Cl:24][c:25]1[c:26]([NH:27][CH3:28])[cH:29][cH:30][cH:31][cH:32]1.[Cl:33][CH2:34][Cl:35].[O:36]=[CH:37][N:38]([CH3:39])[CH3:40].[s:1]1[c:2]([C:15](=[O:16])[OH:17])[n:3][c:4]2[c:10]1-[c:9]1[c:8]([cH:14][cH:13][cH:12][cH:11]1)[O:7][CH2:6][CH2:5]2>>[s:1]1[c:2]([C:15](=[O:17])[N:27]([c:26]2[c:25]([Cl:24])[cH:32][cH:31][cH:30][cH:29]2)[CH3:28])[n:3][c:4]2[c:10]1-[c:9]1[c:8]([cH:14][cH:13][cH:12][cH:11]1)[O:7][CH2:6][CH2:5]2. Reactants: COC(COC1=C2CCCOC2=C(C=C1)S)=O ((8-mercapto-chroman-5-yloxy)-acetic acid methyl ester), FC(C1=CC=C(COC2=CC(=CC=C2)CCl)C=C1)(F)F (1-(4-trifluoromethyl-benzyloxy)-3-chloromethyl-benzene). Product: FC(C1=CC=C(COC=2C=C(CSC=3C=CC(=C4CCCOC34)OCC(=O)O)C=CC2)C=C1)(F)F ({8-[3-(4-Trifluoromethyl-benzyloxy)-benzylsulfanyl]-chroman-5-yloxy}-acetic acid). Reaction SMILES: C[O:2][C:3](=[O:17])[CH2:4][O:5][C:6]1[CH:15]=[CH:14][C:13]([SH:16])=[C:12]2[C:7]=1[CH2:8][CH2:9][CH2:10][O:11]2.[F:18][C:19]([F:37])([F:36])[C:20]1[CH:35]=[CH:34][C:23]([CH2:24][O:25][C:26]2[CH:31]=[CH:30][CH:29]=[C:28]([CH2:32]Cl)[CH:27]=2)=[CH:22][CH:21]=1>>[F:18][C:19]([F:36])([F:37])[C:20]1[CH:35]=[CH:34][C:23]([CH2:24][O:25][C:26]2[CH:27]=[C:28]([CH:29]=[CH:30][CH:31]=2)[CH2:32][S:16][C:13]2[CH:14]=[CH:15][C:6]([O:5][CH2:4][C:3]([OH:2])=[O:17])=[C:7]3[C:12]=2[O:11][CH2:10][CH2:9][CH2:8]3)=[CH:22][CH:21]=1. Procedure: The title compound was prepared in the manner analogous to Example 1F using (8-mercapto-chroman-5-yloxy)-acetic acid methyl ester and 79B. MS m/z 519 (M+1). Starting materials: N([C@@H](CCCCN)C(=O)OC(C)(C)C)C(=O)OC(C)(C)C (Boc-Lys-OtBu), [OH-].[Na+] (NaOH). Reagents/catalysts: [C-]#N.[C-]#N.[C-]#N.[C-]#N.[C-]#N.[N-]=O.O.O.[Na+].[Na+].[Fe+4] (sodium nitroprusside). Run in O (water), O1CCOCC1 (dioxane). Reaction conditions: temperature 65 celsius, time 4 hour. Yields the product C(C)(C)(C)OC(=O)N[C@H](C(=O)OC(C)(C)C)CCCCO (t-Butyl (S)-2-(tert-butoxycarbonylamino)-6-hydroxyhexanoate). Yield: 37.0%. Reaction SMILES: [NH:1]([C:15]([O:17][C:18]([CH3:21])([CH3:20])[CH3:19])=[O:16])[C@H:2]([C:8]([O:10][C:11]([CH3:14])([CH3:13])[CH3:12])=[O:9])[CH2:3][CH2:4][CH2:5][CH2:6]N.[OH-:22].[Na+]>O.O1CCOCC1.[C-]#N.[C-]#N.[C-]#N.[C-]#N.[C-]#N.[N-]=O.O.O.[Na+].[Na+].[Fe+4]>[C:18]([O:17][C:15]([NH:1][C@@H:2]([CH2:3][CH2:4][CH2:5][CH2:6][OH:22])[C:8]([O:10][C:11]([CH3:14])([CH3:13])[CH3:12])=[O:9])=[O:16])([CH3:21])([CH3:20])[CH3:19] |f:1.2,5.6.7.8.9.10.11.12.13.14.15|. Procedure details: A vigorously stirred solution of Boc-Lys-OtBu 2 (6.20 g, 20.5 mmol) in water (120 mL) and dioxane (60 mL) was warmed to 65° C. and treated with sodium nitroprusside (SNP, Na2[Fe(CN)5NO].2H2O) (9.8 g, 33 mmol) portionwise over 1 hour. The reaction mixture was stirred at 65° C. for an additional 4 hours while its pH was maintained at 9-10 by addition of 2M NaOH. It was then cooled to room temperature and filtered through a pad of CELITE. The filtrate was extracted with EtOAc (6×100 mL) and the com... The reactants are O1CCCC1 (tetrahydrofurane), C(C(=O)C)(=O)OCC (ethyl pyruvate), [Mg] (magnesium), ClC1=CC=C(C=C1)I (4-chloro-iodobenzene). Solvent: C(C)OCC (diethylether). Conditions: temperature 0 celsius, time 2 hour. The product is C(C)OC(C(C)(O)C1=CC=C(C=C1)Cl)=O (2-(4-chlorophenyl)-2-hydroxy propionic acid ethyl ester). RXN SMILES: [C:1]([O:6][CH2:7][CH3:8])(=[O:5])[C:2]([CH3:4])=[O:3].[Cl:9][C:10]1[CH:15]=[CH:14][C:13](I)=[CH:12][CH:11]=1.[Mg].O1CCCC1>C(OCC)C>[CH2:7]([O:6][C:1](=[O:5])[C:2]([C:13]1[CH:14]=[CH:15][C:10]([Cl:9])=[CH:11][CH:12]=1)([OH:3])[CH3:4])[CH3:8]. Procedure: To a stirred solution of 11.5 g ethyl pyruvate in 20 ml diethylether is slowly added under cooling (0° C.), a freshly prepared Grignard solution (from 23.9 g 4-chloro-iodobenzene and 3 g magnesium turnings). Some tetrahydrofurane is added to prevent the formation of viscous suspension. After stirring for 2 hours at room temperature the reaction is quenched by pouring it onto a mixture of ice and 2N sulfuric acid. Extraction of the suspension with diethyl ether followed by washing with brine, dry...